From a dataset of the Open Reaction Database (ORD), a public repository of structured organic reaction records. describe an organic reaction: reactants, conditions, products, and yield Yields the product CC(CCO)c1ccc2ncccc2c1. The reactants are CO, C=C(CCO)c1ccc2ncccc2c1. RXN SMILES: [CH3:16][OH:17].[n:1]1[cH:2][cH:3][cH:4][c:5]2[cH:6][c:7]([C:11]([CH2:12][CH2:13][OH:14])=[CH2:15])[cH:8][cH:9][c:10]12>>[n:1]1[cH:2][cH:3][cH:4][c:5]2[cH:6][c:7]([CH:11]([CH2:12][CH2:13][OH:14])[CH3:15])[cH:8][cH:9][c:10]12. Reactants: BrC1=CC(=CC(=C1)C)OC (1-bromo-3-methoxy-5-methyl-benzene), CN(C)C=O (DMF). The reagents and catalysts are [C-]#N.[C-]#N.[Zn+2] (Zn(CN)2), C=1C=CC(=CC1)[P](C=2C=CC=CC2)(C=3C=CC=CC3)[Pd]([P](C=4C=CC=CC4)(C=5C=CC=CC5)C=6C=CC=CC6)([P](C=7C=CC=CC7)(C=8C=CC=CC8)C=9C=CC=CC9)[P](C=1C=CC=CC1)(C=1C=CC=CC1)C=1C=CC=CC1 (Pd(PPh3)4). Run in C(C)(=O)OCC (Ethyl acetate). Reaction conditions: temperature 90 celsius. Product: COC=1C=C(C#N)C=C(C1)C (3-Methoxy-5-methyl-benzonitrile). The yield is 83.0%. As a reaction SMILES: Br[C:2]1[CH:7]=[C:6]([CH3:8])[CH:5]=[C:4]([O:9][CH3:10])[CH:3]=1.[CH3:11][N:12](C=O)C>[C-]#N.[C-]#N.[Zn+2].C1C=CC([P]([Pd]([P](C2C=CC=CC=2)(C2C=CC=CC=2)C2C=CC=CC=2)([P](C2C=CC=CC=2)(C2C=CC=CC=2)C2C=CC=CC=2)[P](C2C=CC=CC=2)(C2C=CC=CC=2)C2C=CC=CC=2)(C2C=CC=CC=2)C2C=CC=CC=2)=CC=1.C(OCC)(=O)C>[CH3:10][O:9][C:4]1[CH:3]=[C:2]([CH:7]=[C:6]([CH3:8])[CH:5]=1)[C:11]#[N:12] |f:2.3.4,^1:24,26,45,64|. Procedure: In a 100 mL round bottom flask, 1-bromo-3-methoxy-5-methyl-benzene (2.17 g, 10.79 mmol), Zn(CN)2 (1.9 g, 16.19 mmol, 1.5 eq.) and Pd(PPh3)4 (1.24 g, 1.08 mmol, 0.1 eq.) was charged with DMF (20 mL). The reaction mixture was heated at 90° C. under Ar for 7 hours. Ethyl acetate was added, followed by washing with brine. The organic layer was concentrated and purified (silica gel, 0-50% EtOAC/hexane) to give a white solid (1.31 g, 83%). 1H NMR (300 MHz, CDCl3): δ 7.05 (s, 1H), 6.97 (s, 2H), 3.81 (s... Procedure details: 4-Oximino-5-methyl-1,3-oxathiolane was caused to react with 2-chloroethylisocyanate in the presence of dibutyltin diacetate in ether. The reaction mixture was worked up and recrystallized in the manner described in Example I. The product had a mp 88.5°-90.5°. As a reaction SMILES: [N:1](=[C:3]1[CH:7]([CH3:8])[O:6][CH2:5][S:4]1)[OH:2].[Cl:9][CH2:10][CH2:11][N:12]=[C:13]=[O:14].C([O-])(=O)C.C([O-])(=O)C.C([Sn+2]CCCC)CCC>CCOCC>[Cl:9][CH2:10][CH2:11][NH:12][C:13]([O:2][N:1]=[C:3]1[CH:7]([CH3:8])[O:6][CH2:5][S:4]1)=[O:14] |f:2.3.4|. The solvent is CCOCC (ether). Product: ClCCNC(=O)ON=C1SCOC1C (4-(2-CHLOROETHYLCARBAMOYLOXIMINO)-5-METHYL- 1,3-OXATHIOLANE). Starting materials: ClCCN=C=O (2-chloroethylisocyanate), C(C)(=O)[O-].C(C)(=O)[O-].C(CCC)[Sn+2]CCCC (dibutyltin diacetate), N(O)=C1SCOC1C (4-Oximino-5-methyl-1,3-oxathiolane). Reactants: CCCc1cc(Oc2ccccc2)ccc1OCCCBr, O=C([O-])[O-], [Cs+], [Cs+], CN(C)C=O, NS(=O)(=O)c1cccc(O)c1. The product is CCCc1cc(Oc2ccccc2)ccc1OCCCOc1cccc(S(N)(=O)=O)c1. As a reaction SMILES: [Br:12][CH2:13][CH2:14][CH2:15][O:16][c:17]1[c:18]([CH2:30][CH2:31][CH3:32])[cH:19][c:20]([O:23][c:24]2[cH:25][cH:26][cH:27][cH:28][cH:29]2)[cH:21][cH:22]1.[C:33](=[O:34])([O-:35])[O-:36].[Cs+:37].[Cs+:38].[O:39]=[CH:40][N:41]([CH3:42])[CH3:43].[OH:1][c:2]1[cH:3][c:4]([S:8](=[O:9])(=[O:10])[NH2:11])[cH:5][cH:6][cH:7]1>>[O:1]([c:2]1[cH:3][c:4]([S:8](=[O:9])(=[O:10])[NH2:11])[cH:5][cH:6][cH:7]1)[CH2:13][CH2:14][CH2:15][O:16][c:17]1[c:18]([CH2:30][CH2:31][CH3:32])[cH:19][c:20]([O:23][c:24]2[cH:25][cH:26][cH:27][cH:28][cH:29]2)[cH:21][cH:22]1. The reactants are C(C=C)C(C(=O)OCC)C(=O)OCC (diethyl allylmalonate), COCCBr (2-bromoethyl methyl ether), [Na] (sodium). Solvent: C(C)O (ethanol), O (water), C(C)O (ethanol), C(C)O (ethanol). Reaction conditions: time 1 hour. The product is COCCC(C(=O)OCC)(C(=O)OCC)CC=C (Diethyl 2-(2-methoxyethyl)-2-allylmalonate). The yield is 87.0%. As a reaction SMILES: [Na].[CH2:2]([CH:5]([C:11]([O:13][CH2:14][CH3:15])=[O:12])[C:6]([O:8][CH2:9][CH3:10])=[O:7])[CH:3]=[CH2:4].[CH3:16][O:17][CH2:18][CH2:19]Br>C(O)C.O>[CH3:16][O:17][CH2:18][CH2:19][C:5]([CH2:2][CH:3]=[CH2:4])([C:11]([O:13][CH2:14][CH3:15])=[O:12])[C:6]([O:8][CH2:9][CH3:10])=[O:7] |^1:0|. Reported procedure: Metallic sodium (15 g, 230 mmol) was dissolved in dry ethanol (250 mL) with cooling in an ice bath, under nitrogen, and diethyl allylmalonate (Lancaster Synthesis, Windham, Mass.) (105 g, 525 mmol) in absolute ethanol (50 mL) was added dropwise under nitrogen. The mixture was stirred at room temperature for 1 h. and 2-bromoethyl methyl ether (87.57 g, 630 mmol) in absolute ethanol (50 mL) was then added dropwise. The mixture was heated at reflux for 3 h and then cooled to room temperature. The p... The reactants are O=C(NCCCBr)c1ccccc1[N+](=O)[O-], CC(=O)CC(C)C, Cl, O=C(c1ccc(F)cc1)C1CCNCC1, [Na+], [Na+], O=C([O-])[O-], O. Yields the product O=C(NCCCN1CCC(C(=O)c2ccc(F)cc2)CC1)c1ccccc1[N+](=O)[O-]. Reaction SMILES: [Br:1][CH2:2][CH2:3][CH2:4][NH:5][C:6]([c:7]1[c:8]([N+:13](=[O:14])[O-:15])[cH:9][cH:10][cH:11][cH:12]1)=[O:16].[CH3:39][CH:40]([CH3:41])[CH2:42][C:43](=[O:44])[CH3:45].[ClH:17].[F:18][c:19]1[cH:20][cH:21][c:22]([C:25](=[O:26])[CH:27]2[CH2:28][CH2:29][NH:30][CH2:31][CH2:32]2)[cH:23][cH:24]1.[Na+:33].[Na+:34].[O-:35][C:36](=[O:37])[O-:38].[OH2:46]>>[CH2:2]([CH2:3][CH2:4][NH:5][C:6]([c:7]1[c:8]([N+:13](=[O:14])[O-:15])[cH:9][cH:10][cH:11][cH:12]1)=[O:16])[N:30]1[CH2:29][CH2:28][CH:27]([C:25]([c:22]2[cH:21][cH:20][c:19]([F:18])[cH:24][cH:23]2)=[O:26])[CH2:32][CH2:31]1. The reactants are C(C#C)Br (Propargyl bromide), C(C)(C)NC(C)C (diisopropyl amine), C([O-])([O-])=O.[Cs+].[Cs+] (cesium carbonate). The solvent is CC(=O)C (acetone). Reaction conditions: time 8 hour. Product: C(C)(C)N(CC#C)C(C)C (diisopropyl-prop-2-ynyl-amine). The yield is 43.7%. Reaction SMILES: [CH2:1](Br)[C:2]#[CH:3].[CH:5]([NH:8][CH:9]([CH3:11])[CH3:10])([CH3:7])[CH3:6].C(=O)([O-])[O-].[Cs+].[Cs+]>CC(C)=O>[CH:5]([N:8]([CH:9]([CH3:11])[CH3:10])[CH2:3][C:2]#[CH:1])([CH3:7])[CH3:6] |f:2.3.4|. Reported procedure: Propargyl bromide (23.5 g, 197 mmol) was added dropwise to a mixture of diisopropyl amine (20 g, 197 mmol) and cesium carbonate (64 g, 197 mmol) in 350 mL of acetone. The mixture was stirred overnight under nitrogen at room temperature. The inorganic salts were then filtered off, and the solvent was removed. The residue was dissolved in saturated sodium bicarbonate solution and extracted with ethyl acetate. The organic extracts were then evaporated to give 12 g of diisopropyl-prop-2-ynyl-amine: ...